From a dataset of the Open Reaction Database (ORD), a public repository of structured organic reaction records. describe an organic reaction: reactants, conditions, products, and yield Reactants: BrC1=C(C(=C(C#N)C=C1)F)C (4-bromo-2-fluoro-3-methylbenzonitrile), [Si](C)(C)(C(C)(C)C)O[C@H]1CC(N[C@H]1C)=O ((4S,5S)-4-(tert-butyldimethylsilyloxy)-5-methylpyrrolidin-2-one), C([O-])([O-])=O.[Cs+].[Cs+] (cesium carbonate), C1(=CC=CC=C1)P(C1=CC=CC=2C(C3=CC=CC(=C3OC12)P(C1=CC=CC=C1)C1=CC=CC=C1)(C)C)C1=CC=CC=C1 (4,5-bis(diphenylphosphino)-9,9-dimethylxanthene). The reagents and catalysts are C=1C=CC(=CC1)/C=C/C(=O)/C=C/C2=CC=CC=C2.C=1C=CC(=CC1)/C=C/C(=O)/C=C/C2=CC=CC=C2.C=1C=CC(=CC1)/C=C/C(=O)/C=C/C2=CC=CC=C2.[Pd].[Pd] (tris(dibenzylideneacetone)dipalladium(0)). Run in O (water), O1CCOCC1 (dioxane). The product is [Si](C)(C)(C(C)(C)C)O[C@@H]1[C@@H](N(C(C1)=O)C1=C(C(=C(C#N)C=C1)F)C)C (4-[(2S,3S)-3-(tert-butyldimethylsilyloxy)-2-methyl-5-oxopyrrolidin-1-yl]-2-fluoro-3-methylbenzonitrile). Isolated yield 18.6%. RXN SMILES: Br[C:2]1[CH:9]=[CH:8][C:5]([C:6]#[N:7])=[C:4]([F:10])[C:3]=1[CH3:11].[Si:12]([O:19][C@@H:20]1[C@H:24]([CH3:25])[NH:23][C:22](=[O:26])[CH2:21]1)([C:15]([CH3:18])([CH3:17])[CH3:16])([CH3:14])[CH3:13].C(=O)([O-])[O-].[Cs+].[Cs+].C1(P(C2C=CC=CC=2)C2C3OC4C(=CC=CC=4P(C4C=CC=CC=4)C4C=CC=CC=4)C(C)(C)C=3C=CC=2)C=CC=CC=1>O1CCOCC1.C1C=CC(/C=C/C(/C=C/C2C=CC=CC=2)=O)=CC=1.C1C=CC(/C=C/C(/C=C/C2C=CC=CC=2)=O)=CC=1.C1C=CC(/C=C/C(/C=C/C2C=CC=CC=2)=O)=CC=1.[Pd].[Pd].O>[Si:12]([O:19][C@H:20]1[CH2:21][C:22](=[O:26])[N:23]([C:2]2[CH:9]=[CH:8][C:5]([C:6]#[N:7])=[C:4]([F:10])[C:3]=2[CH3:11])[C@H:24]1[CH3:25])([C:15]([CH3:18])([CH3:17])[CH3:16])([CH3:14])[CH3:13] |f:2.3.4,7.8.9.10.11|. Procedure: To a solution of 4-bromo-2-fluoro-3-methylbenzonitrile (1.10 g), (4S,5S)-4-(tert-butyldimethylsilyloxy)-5-methylpyrrolidin-2-one (1.18 g), cesium carbonate (2.51 g), tris(dibenzylideneacetone)dipalladium(0) (235 mg) and 4,5-bis(diphenylphosphino)-9,9-dimethylxanthene (297 mg) in dioxane (30 mL) was stirred under an argon atmosphere at 80° C. for 8 hr. 5 The reaction mixture was added to water, and the mixture was extracted with ethyl acetate. The extract was washed with saturated brine, dried ov... Reactants: ClCC(=O)C1=CC=2C[C@@H]3N(C2C=C1)C(O[C@H]3CNC(C)=O)=O ((1S,9aS) N-[(7-Chloroacetyl-9,9a-dihydro-3-oxo-1H,3H-oxazolo[3,4-a]indol-1-yl)methyl]acetamide), [N-]=[N+]=[N-].[Na+] (sodium azide), CC(=O)C (Acetone). Solvent: O1CCCC1 (tetrahydrofuran), C(Cl)Cl.CO (methylene chloride methanol), CO.C(C)(=O)OCC (methanol ethyl acetate). Yields the product N(=[N+]=[N-])CC(=O)C1=CC=2C[C@@H]3N(C2C=C1)C(O[C@H]3CNC(C)=O)=O ((1S,9aS) N-[(7-Azidoacetyl-9,9a-dihydro-3-oxo-1H,3H-oxazolo [3,4-a]indol-1-yl)methyl]acetamide). Reaction SMILES: Cl[CH2:2][C:3]([C:5]1[CH:13]=[CH:12][C:11]2[N:10]3[C:14](=[O:22])[O:15][C@@H:16]([CH2:17][NH:18][C:19](=[O:21])[CH3:20])[C@@H:9]3[CH2:8][C:7]=2[CH:6]=1)=[O:4].[N-:23]=[N+:24]=[N-:25].[Na+].CC(C)=O>O1CCCC1.C(Cl)Cl.CO.CO.C(OCC)(=O)C>[N:23]([CH2:2][C:3]([C:5]1[CH:13]=[CH:12][C:11]2[N:10]3[C:14](=[O:22])[O:15][C@@H:16]([CH2:17][NH:18][C:19](=[O:21])[CH3:20])[C@@H:9]3[CH2:8][C:7]=2[CH:6]=1)=[O:4])=[N+:24]=[N-:25] |f:1.2,5.6,7.8|. Procedure details: A mixture of (1S,9aS) N-[(7-chloroacetyl-9,9a-dihydro-3-oxo-1H,3H-oxazolo[3,4-a]indol-1-yl)methyl]acetamide (EXAMPLE 48, 43 mg) and sodium azide (82 mg) are stirred in aqueous tetrahydrofuran (66%) for 3 days. Acetone (1 ml) is added and the mixture was heated in an oil bath (38°-50°) for 8 hours then concentrated to an aqueous layer and extracted with ethylacetate (6×2 ml). The combined organic layers are dried over magnesium sulfate and concentrated to provide the product as as an oil. The oil... Starting materials: NNC(=O)c1ccc(Br)cc1, O=C(Cl)c1ccccc1, CN1CCCC1=O. The product is O=C(NNC(=O)c1ccc(Br)cc1)c1ccccc1. RXN SMILES: [Br:1][c:2]1[cH:3][cH:4][c:5]([C:6](=[O:7])[NH:8][NH2:9])[cH:10][cH:11]1.[C:12]([c:13]1[cH:14][cH:15][cH:16][cH:17][cH:18]1)(=[O:19])[Cl:20].[CH3:21][N:22]1[CH2:23][CH2:24][CH2:25][C:26]1=[O:27]>>[Br:1][c:2]1[cH:3][cH:4][c:5]([C:6](=[O:7])[NH:8][NH:9][C:12]([c:13]2[cH:14][cH:15][cH:16][cH:17][cH:18]2)=[O:19])[cH:10][cH:11]1. Starting materials: CC(=O)c1ccccn1, CCOC(=O)NN, CCO. Yields the product CCOC(=O)NN=C(C)c1ccccn1. Reaction SMILES: [C:1]([CH3:2])(=[O:3])[c:4]1[n:5][cH:6][cH:7][cH:8][cH:9]1.[CH2:10]([CH3:11])[O:12][C:13]([NH:14][NH2:15])=[O:16].[CH3:17][CH2:18][OH:19]>>[C:1]([CH3:2])([c:4]1[n:5][cH:6][cH:7][cH:8][cH:9]1)=[N:15][NH:14][C:13]([O:12][CH2:10][CH3:11])=[O:16]. Reactants: C(C)Br (Ethylbromide), C(C)C1(N(C(CC(C1C)O)(C)CC)OC(C(=O)NCCCN(C)C)(C)C)C (2-(2,6-diethyl-4-hydroxy-2,3,6-trimethyl-piperidine-1-yloxy)-N-(3-dimethylamino-propyl)-2-methyl-propionamide), C(C)C1(N(C(CC(C1C)O)(C)CC)OC(C(=O)NCCCN(C)C)(C)C)C (2-(2,6-diethyl-4-hydroxy-2,3,6-trimethyl-piperidine-1-yloxy)-N-(3-dimethylamino-propyl)-2-methyl-propionamide). Run in C(C)#N (acetonitrile). Conditions: time 18 hour. The product is [Br-].C(C)C1(N(C(CC(C1C)O)(C)CC)OC(C(=O)NCCC[N+](C)(C)CC)(C)C)C ({3-[2-(2,6-Diethyl-4-hydroxy-2,3,6-trimethyl-piperidine-1-yloxy)-2-methyl-propionylamino]-propyl}-ethyl-dimethyl-ammonium-bromide). As a reaction SMILES: [CH2:1]([Br:3])[CH3:2].[CH2:4]([C:6]1([CH3:30])[CH:11]([CH3:12])[CH:10]([OH:13])[CH2:9][C:8]([CH2:15][CH3:16])([CH3:14])[N:7]1[O:17][C:18]([CH3:29])([CH3:28])[C:19]([NH:21][CH2:22][CH2:23][CH2:24][N:25]([CH3:27])[CH3:26])=[O:20])[CH3:5]>C(#N)C>[Br-:3].[CH2:4]([C:6]1([CH3:30])[CH:11]([CH3:12])[CH:10]([OH:13])[CH2:9][C:8]([CH2:15][CH3:16])([CH3:14])[N:7]1[O:17][C:18]([CH3:29])([CH3:28])[C:19]([NH:21][CH2:22][CH2:23][CH2:24][N+:25]([CH2:1][CH3:2])([CH3:27])[CH3:26])=[O:20])[CH3:5] |f:3.4|. Reported procedure: Ethylbromide (12 ml) is added to a solution of 2-(2,6-diethyl-4-hydroxy-2,3,6-trimethyl-piperidine-1-yloxy)-N-(3-dimethylamino-propyl)-2-methyl-propionamide (20.5 g, 0.053 mol, compound 110) in acetonitrile (35 ml). The mixture is stirred for 18 h at room temperature and is then evaporated to afford 26.63 g of the title compound as a colorless solid. The reactants are C(#N)C1=CC(=NC=C1)OC=1C=C(C2=C(B(OC2CC(=O)OCC)O)C1)C (ethyl 2-(6-(4-cyanopyridin-2-yloxy)-1-hydroxy-4-methyl-1,3-dihydrobenzo[c][1,2]oxaborol-3-yl)acetate), [OH-].[Na+] (NaOH). Run in CO.C1CCOC1 (MeOH THF). Reaction conditions: time 2 hour. The product is C(#N)C1=CC(=NC=C1)OC=1C=C(C2=C(B(OC2CC(=O)O)O)C1)C (2-(6-(4-Cyanopyridin-2-yloxy)-1-hydroxy-4-methyl-1,3-dihydrobenzo[c][1,2]oxaborol-3-yl)acetic acid). RXN SMILES: [C:1]([C:3]1[CH:8]=[CH:7][N:6]=[C:5]([O:9][C:10]2[CH:11]=[C:12]([CH3:26])[C:13]3[CH:17]([CH2:18][C:19]([O:21]CC)=[O:20])[O:16][B:15]([OH:24])[C:14]=3[CH:25]=2)[CH:4]=1)#[N:2].[OH-].[Na+]>CO.C1COCC1>[C:1]([C:3]1[CH:8]=[CH:7][N:6]=[C:5]([O:9][C:10]2[CH:11]=[C:12]([CH3:26])[C:13]3[CH:17]([CH2:18][C:19]([OH:21])=[O:20])[O:16][B:15]([OH:24])[C:14]=3[CH:25]=2)[CH:4]=1)#[N:2] |f:1.2,3.4|. Procedure: To a solution of ethyl 2-(6-(4-cyanopyridin-2-yloxy)-1-hydroxy-4-methyl-1,3-dihydrobenzo[c][1,2]oxaborol-3-yl)acetate (1.18 g, 3.31 mmol) in MeOH/THF (12 mL, 1:1) was added aqueous NaOH solution (250 mg in 3 mL of water). After stirring at room temperature for two hours, the reaction mixture was evaporated and then acidified to pH 5 using 1 N HCl and then concentrated. HPLC purification gave desired product as a white powder. 1H NMR (400 MHz, DMSO-d6) δ 12.2 (b, 1H), 9.24 (b, 1H), 8.30 (d, J=5.2... The reactants are C(CCC)C1=NC2=C(N1CC1=CC=C(C=C1)C1=C(C=CC=C1)C#N)C=C(C=C2)C=2N=C1N(C=CC=C1)C2 (4'-[[2-n-butyl-6-(imidazo[1,2-a]pyridin-2-yl)-benzimidazol-1-yl]-methyl]-2-cyano-biphenyl), [N-]=[N+]=[N-].[Na+] (sodium azide). The solvent is CN(C=O)C (dimethylformamide). The product is C(CCC)C1=NC2=C(N1CC1=CC=C(C=C1)C1=C(C=CC=C1)C1=NN=NN1)C=C(C=C2)C=2N=C1N(C=CC=C1)C2 (4'-[[2-n-Butyl-6-(imidazo[1,2-a]pyridin-2-yl)-benzimidazol-1-yl]-methyl]-2-(1H-tetrazol-5-yl)-biphenyl). RXN SMILES: [CH2:1]([C:5]1[N:9]([CH2:10][C:11]2[CH:16]=[CH:15][C:14]([C:17]3[CH:22]=[CH:21][CH:20]=[CH:19][C:18]=3[C:23]#[N:24])=[CH:13][CH:12]=2)[C:8]2[CH:25]=[C:26]([C:29]3[N:30]=[C:31]4[CH:36]=[CH:35][CH:34]=[CH:33][N:32]4[CH:37]=3)[CH:27]=[CH:28][C:7]=2[N:6]=1)[CH2:2][CH2:3][CH3:4].[N-:38]=[N+:39]=[N-:40].[Na+]>CN(C)C=O>[CH2:1]([C:5]1[N:9]([CH2:10][C:11]2[CH:12]=[CH:13][C:14]([C:17]3[CH:22]=[CH:21][CH:20]=[CH:19][C:18]=3[C:23]3[NH:40][N:39]=[N:38][N:24]=3)=[CH:15][CH:16]=2)[C:8]2[CH:25]=[C:26]([C:29]3[N:30]=[C:31]4[CH:36]=[CH:35][CH:34]=[CH:33][N:32]4[CH:37]=3)[CH:27]=[CH:28][C:7]=2[N:6]=1)[CH2:2][CH2:3][CH3:4] |f:1.2|. Reported procedure: Prepared analogously to Example 10 from 4'-[[2-n-butyl-6-(imidazo[1,2-a]pyridin-2-yl)-benzimidazol-1-yl]-methyl]-2-cyano-biphenyl and sodium azide in dimethylformamide. Starting materials: ClC1=CC=2C(=NN(N2)C2=C(C(=CC(=C2)C)CCCCCCCCCCCCCCCC)O)C=C1 (5-chloro-2-(2-hydroxy-3-hexadecyl-5-methylphenyl)-2H-benzotriazole), N1N=NC2=C1C=CC=C2 (benzotriazole), ClC1=CC=2C(=NN(N2)C2=C(C=CC(=C2)C)O)C=C1 (5-chloro-2-(2-hydroxy-5-methylphenyl)-2H-benzotriazole). Yields the product OC1=C(C=C(C=C1CCCCCCCCCCCCCCCC)C)N1N=C2C(=N1)C=CC=C2 (2-(2-Hydroxy-3-hexadecyl-5-methylphenyl)-2H-benzotriazole). As a reaction SMILES: Cl[C:2]1[CH:34]=[CH:33][C:5]2=[N:6][N:7]([C:9]3[CH:14]=[C:13]([CH3:15])[CH:12]=[C:11]([CH2:16][CH2:17][CH2:18][CH2:19][CH2:20][CH2:21][CH2:22][CH2:23][CH2:24][CH2:25][CH2:26][CH2:27][CH2:28][CH2:29][CH2:30][CH3:31])[C:10]=3[OH:32])[N:8]=[C:4]2[CH:3]=1.N1C2C=CC=CC=2N=N1.ClC1C=CC2=NN(C3C=C(C)C=CC=3O)N=C2C=1>>[OH:32][C:10]1[C:11]([CH2:16][CH2:17][CH2:18][CH2:19][CH2:20][CH2:21][CH2:22][CH2:23][CH2:24][CH2:25][CH2:26][CH2:27][CH2:28][CH2:29][CH2:30][CH3:31])=[CH:12][C:13]([CH3:15])=[CH:14][C:9]=1[N:7]1[N:8]=[C:4]2[CH:3]=[CH:2][CH:34]=[CH:33][C:5]2=[N:6]1. Procedure details: In like manner, 5-chloro-2-(2-hydroxy-3-hexadecyl-5-methylphenyl)-2H-benzotriazole is prepared by substituting for the benzotriazole used above an equivalent amount of 5-chloro-2-(2-hydroxy-5-methylphenyl)-2H-benzotriazole. The reactants are NC1=C(C=C(C=C1)SC#N)[N+](=O)[O-] (1-amino-2-nitro-4-thiocyanatobenzene), Cl (hydrochloric acid), Cl (hydrochloric acid), stannous chloride. The product is NC1=C(C=C(C=C1)SC#N)N (1,2-diamino-4-thiocyanatobenzene). As a reaction SMILES: [NH2:1][C:2]1[CH:7]=[CH:6][C:5]([S:8][C:9]#[N:10])=[CH:4][C:3]=1[N+:11]([O-])=O.Cl>>[NH2:1][C:2]1[CH:7]=[CH:6][C:5]([S:8][C:9]#[N:10])=[CH:4][C:3]=1[NH2:11]. Reported procedure: 4 G. of 1-amino-2-nitro-4-thiocyanatobenzene is suspended in 12 ml. concentrated hydrochloric acid and cooled to about -40° C. A solution of 24 g. stannous chloride in 12 ml. concentrated hydrochloric acid is added. The mixture is allowed to warm slowly to room temperature and after 20 minutes the product is filtered off and washed with 24 ml. 6N hydrochloric acid. The salt is dissolved in water, treated with potassium bicarbonte, and the mixture extracted with chloroform. Evaporation of the chl...